Dataset: the Open Reaction Database (ORD), a public repository of structured organic reaction records. Task: describe an organic reaction: reactants, conditions, products, and yield The reactants are ClCCl (dichloromethane), NC1=C2C(=NC=N1)N(N=C2I)C(C)C=2OC1=CC=CC=C1C(C2C2=CC=CC=C2)=O (2-(1-(4-amino-3-iodo-1H-pyrazolo[3,4-d]pyrimidin-1-yl)ethyl)-3-phenyl-4H-chromen-4-one), CC1=NNC2=CC(=CC=C12)B1OC(C)(C)C(C)(C)O1 (3-Methylindazole-6-boronic acid pinacol ester), C([O-])([O-])=O.[Na+].[Na+] (sodium carbonate), Tetrakistriphenylphosphine Palladium. The solvent is CN(C)C=O (DMF), C(C)O (ethanol), O (water). Run at temperature 80 celsius, time 12 hour. The product is NC1=C2C(=NC=N1)N(N=C2C2=CC=C1C(=NNC1=C2)C)C(C)C=2OC1=CC=CC=C1C(C2C2=CC=CC=C2)=O (2-(1-(4-amino-3-(3-methyl-1H-indazol-6-yl)-1H-pyrazolo[3,4-d]pyrimidin-1-yl)ethyl)-3-phenyl-4H-chromen-4-one). Yield: 20.8%. RXN SMILES: [NH2:1][C:2]1[N:7]=[CH:6][N:5]=[C:4]2[N:8]([CH:12]([C:14]3[O:15][C:16]4[C:21]([C:22](=[O:30])[C:23]=3[C:24]3[CH:29]=[CH:28][CH:27]=[CH:26][CH:25]=3)=[CH:20][CH:19]=[CH:18][CH:17]=4)[CH3:13])[N:9]=[C:10](I)[C:3]=12.[CH3:31][C:32]1[C:40]2[C:35](=[CH:36][C:37](B3OC(C)(C)C(C)(C)O3)=[CH:38][CH:39]=2)[NH:34][N:33]=1.C(=O)([O-])[O-].[Na+].[Na+].ClCCl>CN(C=O)C.C(O)C.O>[NH2:1][C:2]1[N:7]=[CH:6][N:5]=[C:4]2[N:8]([CH:12]([C:14]3[O:15][C:16]4[C:21]([C:22](=[O:30])[C:23]=3[C:24]3[CH:29]=[CH:28][CH:27]=[CH:26][CH:25]=3)=[CH:20][CH:19]=[CH:18][CH:17]=4)[CH3:13])[N:9]=[C:10]([C:37]3[CH:36]=[C:35]4[C:40]([C:32]([CH3:31])=[N:33][NH:34]4)=[CH:39][CH:38]=3)[C:3]=12 |f:2.3.4|. Procedure details: To a solution of Example 57b (0.350 g, 0.684 mmoles) in DMF (3.5 ml), ethanol (1.7 ml) and water (1.7 ml), 3-methyl-6-indazoleboronic acid pinacol ester 97 (0.353 g, 1.369 mmoles) and sodium carbonate (0.217 g, 2.05 mmoles) were added and the system is degassed for 30 min. Tetrakistriphenylphosphine Palladium (0.040 g, 0.034 mmoles) was added under nitrogen atmosphere and heated to 80° C. After 12 h, the reaction mixture was celite filtered, concentrated and extracted with ethyl acetate. The org... The reactants are C1(=CC=CC=C1)C1(CCCCCC1)O (1-Phenyl-cycloheptanol), [H-].[Na+] (sodium hydride), IC (iodomethane), [H-].[Na+] (sodium hydride), IC (iodomethane). The solvent is O1CCCC1 (tetrahydrofuran). Reaction conditions: temperature 60 celsius, time 5 minute. Yields the product COC1(CCCCCC1)C1=CC=CC=C1 (1-Methoxy-1-phenyl-cycloheptane). Yield: 138.6%. RXN SMILES: [C:1]1([C:7]2([OH:14])[CH2:13][CH2:12][CH2:11][CH2:10][CH2:9][CH2:8]2)[CH:6]=[CH:5][CH:4]=[CH:3][CH:2]=1.[H-].[Na+].I[CH3:18]>O1CCCC1>[CH3:18][O:14][C:7]1([C:1]2[CH:6]=[CH:5][CH:4]=[CH:3][CH:2]=2)[CH2:13][CH2:12][CH2:11][CH2:10][CH2:9][CH2:8]1 |f:1.2|. Reported procedure: 1-Phenyl-cycloheptanol (Example 1a) (7.6 g) was dissolved in tetrahydrofuran (100 mL) and sodium hydride (60% in oil, 2.0 g) added. The reaction was stirred at 60° C. for 5 minutes and iodomethane (7.1 g) added. The mixture was maintained at 60° C. overnight and then further quantities of sodium hydride (60% in oil, 2.0 g) and iodomethane (7.1 g) were added and the reaction was refluxed for 70 hours. The reaction mixture was partitioned between water (100 mL) and isohexane (100 mL) and the organ... Reactants: BrC=1C(NNC(C1)=O)=O (4-bromo-1,2-dihydropyridazine-3,6-dione), FC1=C2C=C(NC2=CC=C1)B(O)O ((4-fluoro-1H-indol-2-yl)boronic acid), [O-]P(=O)([O-])[O-].[K+].[K+].[K+] (K3PO4). The reagents and catalysts are C1=CC=C(C=C1)P([C-]2C=CC=C2)C3=CC=CC=C3.C1=CC=C(C=C1)P([C-]2C=CC=C2)C3=CC=CC=C3.Cl[Pd]Cl.[Fe+2] (Pd(dppf)Cl2). The solvent is CN(C)C=O (DMF), O (H2O). Reaction conditions: temperature 80 celsius, time 12 hour. Product: FC1=C2C=C(NC2=CC=C1)C=1C(NNC(C1)=O)=O (4-(4-fluoro-1H-indol-2-yl)-1,2-dihydropyridazine-3,6-dione). Isolated yield 40.8%. Reaction SMILES: Br[C:2]1[C:3](=[O:9])[NH:4][NH:5][C:6](=[O:8])[CH:7]=1.[F:10][C:11]1[CH:19]=[CH:18][CH:17]=[C:16]2[C:12]=1[CH:13]=[C:14](B(O)O)[NH:15]2.[O-]P([O-])([O-])=O.[K+].[K+].[K+]>CN(C=O)C.O.C1C=CC(P(C2C=CC=CC=2)[C-]2C=CC=C2)=CC=1.C1C=CC(P(C2C=CC=CC=2)[C-]2C=CC=C2)=CC=1.Cl[Pd]Cl.[Fe+2]>[F:10][C:11]1[CH:19]=[CH:18][CH:17]=[C:16]2[C:12]=1[CH:13]=[C:14]([C:2]1[C:3](=[O:9])[NH:4][NH:5][C:6](=[O:8])[CH:7]=1)[NH:15]2 |f:2.3.4.5,8.9.10.11|. Procedure details: To a degassed solution of 4-bromo-1,2-dihydropyridazine-3,6-dione (100 mg, 0.5 mmol), (4-fluoro-1H-indol-2-yl)boronic acid (131 mg, 0.7 mmol) and K3PO4 (279 mg, 1.1 mmol) in DMF (2 mL) and H2O (0.2 mL) was added Pd(dppf)Cl2 (5 mg) under N2. The mixture was stirred at 80° C. for 12 h. After the solvent was removed, the residue was purified by prep-TLC (DCM:EtOAc=10:1) to give the product of 4-(4-fluoro-1H-indol-2-yl)-1,2-dihydropyridazine-3,6-dione (50 mg, yield: 39%). 1H-NMR (DMSO-d6, 400 MHz) δ... Starting materials: C(C1=CC=CC=C1)OC(=O)N[C@@H](C)C(=O)N1C(CCCCCC1)C(=O)OCC (1-[N-benzyloxycarbonyl-(S)-alanyl]azacyclooctane-2(R,S)-carboxylic acid, ethyl ester), [OH-].[Na+] (sodium hydroxide). Solvent: CO (methanol). Conditions: time 18 hour. The product is [NH4+].[OH-] (NH4OH), C(C1=CC=CC=C1)OC(=O)N[C@@H](C)C(=O)N1[C@H](CCCCCC1)C(=O)O (1-[N-benzyloxycarbonyl-(S)-alanyl]azacyclooctane-2(R)-carboxylic acid), C(C1=CC=CC=C1)OC(=O)N[C@@H](C)C(=O)N1[C@@H](CCCCCC1)C(=O)O (1-[N-benzyloxycarbonyl-(S)-alanyl]azacyclooctane-2(S)-carboxylic acid). Yield: 7.0%. RXN SMILES: [CH2:1]([O:8][C:9]([NH:11][C@H:12]([C:14]([N:16]1[CH2:23][CH2:22][CH2:21][CH2:20][CH2:19][CH2:18][CH:17]1[C:24]([O:26]CC)=[O:25])=[O:15])[CH3:13])=[O:10])[C:2]1[CH:7]=[CH:6][CH:5]=[CH:4][CH:3]=1.[OH-].[Na+]>CO>[NH4+:11].[OH-:8].[CH2:1]([O:8][C:9]([NH:11][C@H:12]([C:14]([N:16]1[CH2:23][CH2:22][CH2:21][CH2:20][CH2:19][CH2:18][C@@H:17]1[C:24]([OH:26])=[O:25])=[O:15])[CH3:13])=[O:10])[C:2]1[CH:3]=[CH:4][CH:5]=[CH:6][CH:7]=1.[CH2:1]([O:8][C:9]([NH:11][C@H:12]([C:14]([N:16]1[CH2:23][CH2:22][CH2:21][CH2:20][CH2:19][CH2:18][C@H:17]1[C:24]([OH:26])=[O:25])=[O:15])[CH3:13])=[O:10])[C:2]1[CH:3]=[CH:4][CH:5]=[CH:6][CH:7]=1 |f:1.2,4.5|. Procedure details: To a solution of 3.09 g of 1-[N-benzyloxycarbonyl-(S)-alanyl]azacyclooctane-2(R,S)-carboxylic acid, ethyl ester in 150 ml methanol, add 20 ml of 2.5 N sodium hydroxide and stir the mixture at room temperature for 18 hours. Concentrate the mixture under nitrogen, dilute the residue with ice-water and then make the mixture acidic with concentrated hydrochloric acid. Extract the aqueous solution with ethyl acetate and dry the organic phase over magnesium sulfate. Concentrate the organic phase to gi... Reagents/catalysts: [Os](=O)(=O)(=O)=O (osmium tetroxide). The reactants are O (water), BrC1=CC=C(C=C1)C1N(C(CSC1)C1=CC=C(C=C1)Br)C1=CC=C(C=C1)C(C)(C)C (3,5-bis(4-bromophenyl)-4-(4-tert-butylphenyl)thiomorpholine), CC(=O)C (acetone), C1CCOC1 (THF), O (water). Product: BrC1=CC=C(C=C1)C1N(C(CS(C1)(=O)=O)C1=CC=C(C=C1)Br)C1=CC=C(C=C1)C(C)(C)C (3,5-bis(4-bromophenyl)-4-(4-tert-butylphenyl)thiomorpholine 1,1-dioxide). Conditions: time 1.5 hour. The yield is 100.0%. Reported procedure: A solution of Example 159D (850 mg, 1.56 mmol) in mixture of acetone (15 mL), water (5 mL) and THF (5 mL) was added a solution of osmium tetroxide (2.5% in tert-butanol, 0.587 mL, 0.047 mmol) and the mixture was stirred at room temperature for 1.5 hr. The solution was then diluted with water and extracted with EtOAc, the organic extract dried, filtered and concentrated to afford 900 mg (100%) of the title compound. MS (ESI) m/z 578 (M+H)+. As a reaction SMILES: [Br:1][C:2]1[CH:7]=[CH:6][C:5]([CH:8]2[CH2:13][S:12][CH2:11][CH:10]([C:14]3[CH:19]=[CH:18][C:17]([Br:20])=[CH:16][CH:15]=3)[N:9]2[C:21]2[CH:26]=[CH:25][C:24]([C:27]([CH3:30])([CH3:29])[CH3:28])=[CH:23][CH:22]=2)=[CH:4][CH:3]=1.CC(C)=[O:33].C1COCC1.[OH2:40]>[Os](=O)(=O)(=O)=O>[Br:20][C:17]1[CH:18]=[CH:19][C:14]([CH:10]2[CH2:11][S:12](=[O:33])(=[O:40])[CH2:13][CH:8]([C:5]3[CH:4]=[CH:3][C:2]([Br:1])=[CH:7][CH:6]=3)[N:9]2[C:21]2[CH:26]=[CH:25][C:24]([C:27]([CH3:30])([CH3:29])[CH3:28])=[CH:23][CH:22]=2)=[CH:15][CH:16]=1. Reactants: CCOC(=O)c1cccc(-c2cccc(CSCCOc3ccccc3)c2)c1, C1CCOC1, [Li+], O=C(O)c1cccc(-c2ccc(CSCCOc3ccccc3)cc2)c1, [OH-]. Product: O=C(O)c1cccc(-c2cccc(CSCCOc3ccccc3)c2)c1. Reaction SMILES: [CH2:27]([CH3:28])[O:29][C:30](=[O:31])[c:32]1[cH:33][c:34](-[c:38]2[cH:39][c:40]([CH2:44][S:45][CH2:46][CH2:47][O:48][c:49]3[cH:50][cH:51][cH:52][cH:53][cH:54]3)[cH:41][cH:42][cH:43]2)[cH:35][cH:36][cH:37]1.[CH2:57]1[O:58][CH2:59][CH2:60][CH2:61]1.[Li+:55].[O:1]([CH2:2][CH2:3][S:4][CH2:5][c:6]1[cH:7][cH:8][c:9](-[c:10]2[cH:11][cH:12][cH:13][c:14]([C:15]([OH:16])=[O:17])[cH:18]2)[cH:19][cH:20]1)[c:21]1[cH:22][cH:23][cH:24][cH:25][cH:26]1.[OH-:56]>>[O:29]=[C:30]([OH:31])[c:32]1[cH:33][c:34](-[c:38]2[cH:39][c:40]([CH2:44][S:45][CH2:46][CH2:47][O:48][c:49]3[cH:50][cH:51][cH:52][cH:53][cH:54]3)[cH:41][cH:42][cH:43]2)[cH:35][cH:36][cH:37]1. The reactants are O (water), C(C1=CC=CC=C1)[C@H]1N(C(OC1)=O)C(CCCC(C)=O)=O (1-(4(R)-Benzyl-2-oxo-oxazolidin-3-yl)-hexane-1,5-dione), C(CO)O (ethylene glycol), C1(=CC=C(C=C1)S(=O)(=O)O)C (p-toluenesulfonic acid). The solvent is C1=CC=CC=C1 (benzene), C(C)(=O)OCC (ethyl acetate). Product: C(C1=CC=CC=C1)[C@H]1N(C(OC1)=O)C(CCCC1(OCCO1)C)=O (4(R)-Benzyl-3-[4-(2-methyl-[1,3]dioxolan-2-yl)-butyryl]-oxazolidin-2-one). Reaction SMILES: [CH2:1]([C@@H:8]1[CH2:12][O:11][C:10](=[O:13])[N:9]1[C:14](=[O:21])[CH2:15][CH2:16][CH2:17][C:18](=[O:20])[CH3:19])[C:2]1[CH:7]=[CH:6][CH:5]=[CH:4][CH:3]=1.[CH2:22](O)[CH2:23][OH:24].C1(C)C=CC(S(O)(=O)=O)=CC=1.O>C1C=CC=CC=1.C(OCC)(=O)C>[CH2:1]([C@@H:8]1[CH2:12][O:11][C:10](=[O:13])[N:9]1[C:14](=[O:21])[CH2:15][CH2:16][CH2:17][C:18]1([CH3:19])[O:24][CH2:23][CH2:22][O:20]1)[C:2]1[CH:3]=[CH:4][CH:5]=[CH:6][CH:7]=1. Procedure details: To a stirred solution of 2-1 (45 g, 156 mmol) and ethylene glycol (13.0 mL, 223 mmol) in benzene (500 mL) was added catalytic p-toluenesulfonic acid (125 mg). The resulting mixture was heated at strong reflux with azeotropic removal of water for 4 h. The mixture was cooled to ambient temperature, diluted with ethyl acetate and washed with water, saturated aqueous sodium hydrogen carbonate, saturated aqueous sodium chloride, and dried over anhydrous magnesium sulfate. The reaction mixture was fil...